Dataset: the Open Reaction Database (ORD), a public repository of structured organic reaction records. Task: describe an organic reaction: reactants, conditions, products, and yield Starting materials: COc1ccc2c(c1)C(=O)C(=O)N2, Cl, NNc1ccc(S(N)(=O)=O)cc1. The product is COc1ccc2c(c1)C(=NNc1ccc(S(N)(=O)=O)cc1)C(=O)N2. As a reaction SMILES: [CH3:1][O:2][c:3]1[cH:4][c:5]2[c:9]([cH:10][cH:11]1)[NH:8][C:7](=[O:12])[C:6]2=[O:13].[ClH:14].[NH:15]([NH2:16])[c:17]1[cH:18][cH:19][c:20]([S:23](=[O:24])(=[O:25])[NH2:26])[cH:21][cH:22]1>>[CH3:1][O:2][c:3]1[cH:4][c:5]2[c:9]([cH:10][cH:11]1)[NH:8][C:7](=[O:12])[C:6]2=[N:16][NH:15][c:17]1[cH:18][cH:19][c:20]([S:23](=[O:24])(=[O:25])[NH2:26])[cH:21][cH:22]1. RXN SMILES: Br[C:2]1[CH:3]=[N:4][C:5]2[N:6]([CH:8]=[C:9]([C:11]3[CH:12]=[C:13]([NH:18][C:19](=[O:25])[O:20][CH2:21][CH2:22][O:23][CH3:24])[CH:14]=[CH:15][C:16]=3[Cl:17])[N:10]=2)[CH:7]=1.[Br-].[CH3:27][O:28][C:29]([NH:31][C:32]1[CH:37]=[CH:36][C:35](B(O)O)=[CH:34][CH:33]=1)=[O:30]>>[Cl:17][C:16]1[CH:15]=[CH:14][C:13]([NH:18][C:19](=[O:25])[O:20][CH2:21][CH2:22][O:23][CH3:24])=[CH:12][C:11]=1[C:9]1[N:10]=[C:5]2[N:4]=[CH:3][C:2]([C:35]3[CH:34]=[CH:33][C:32]([NH:31][C:29]([O:28][CH3:27])=[O:30])=[CH:37][CH:36]=3)=[CH:7][N:6]2[CH:8]=1. Reactants: BrC=1C=NC=2N(C1)C=C(N2)C=2C=C(C=CC2Cl)NC(OCCOC)=O (2-methoxyethyl (3-(6-bromoimidazo[1,2-a]pyrimidin-2-yl)-4-chlorophenyl)carbamate), [Br-] (bromide), COC(=O)NC1=CC=C(C=C1)B(O)O ((4-((methoxycarbonyl)amino)phenyl)boronic acid). Yields the product ClC1=C(C=C(C=C1)NC(OCCOC)=O)C=1N=C2N(C=C(C=N2)C2=CC=C(C=C2)NC(=O)OC)C1 (2-methoxyethyl N-[4-chloro-3-(6-{4-[(methoxycarbonyl)amino]phenyl}imidazo[1,2-a]pyrimidin-2-yl)phenyl]carbamate). Reported procedure: Compound 32 was synthesized using 2-methoxyethyl (3-(6-bromoimidazo[1,2-a]pyrimidin-2-yl)-4-chlorophenyl)carbamate (I-12) as the bromide and (4-((methoxycarbonyl)amino)phenyl)boronic acid using a suzuki coupling procedure described in I-13. Purification of the compound was done via mass-triggered reverse phase column chromatography preparative system (15% to 65% (B)). m/z (ESI) for 32: 496 (M+H+), 1H NMR (600 MHz, DMSO-D6) δ 10.01 (s, 1H), 9.86 (s, 1H), 9.30 (s, 1H), 8.95 (s, 1H), 8.55 (s, 1H), ... The reactants are ClC=1C=2N(C3=CC=C(C=C3N1)C(F)(F)F)C(=C(N2)C(=O)OCC)C (4-chloro-2-ethoxycarbonyl-1-methyl-7-trifluoromethylimidazo[1,2-a]quinoxaline), BrN1C(CCC1=O)=O (N-bromosuccinimide). Reagents/catalysts: N(=NC(C#N)(C)C)C(C#N)(C)C (2,2'-azobis(2-methylpropionitrile)). The solvent is ClC(Cl)(Cl)Cl (tetrachloromethane). Product: BrCC1=C(N=C2N1C1=CC=C(C=C1N=C2Cl)C(F)(F)F)C(=O)OCC (1-bromomethyl-4-chloro-2-ethoxycarbonyl-7-trifluoromethyl-imidazo[1,2-a]quinoxaline). The yield is 90.5%. As a reaction SMILES: [Cl:1][C:2]1[C:3]2[N:4]([C:16]([CH3:24])=[C:17]([C:19]([O:21][CH2:22][CH3:23])=[O:20])[N:18]=2)[C:5]2[C:10]([N:11]=1)=[CH:9][C:8]([C:12]([F:15])([F:14])[F:13])=[CH:7][CH:6]=2.[Br:25]N1C(=O)CCC1=O>ClC(Cl)(Cl)Cl.N(C(C)(C)C#N)=NC(C)(C)C#N>[Br:25][CH2:24][C:16]1[N:4]2[C:5]3[C:10]([N:11]=[C:2]([Cl:1])[C:3]2=[N:18][C:17]=1[C:19]([O:21][CH2:22][CH3:23])=[O:20])=[CH:9][C:8]([C:12]([F:15])([F:13])[F:14])=[CH:7][CH:6]=3. Reported procedure: A mixture of 4-chloro-2-ethoxycarbonyl-1-methyl-7-trifluoromethylimidazo[1,2-a]quinoxaline (830 g, 232 mmol), N-bromosuccinimide (68,0 g, 382 mmol) and 2,2'-azobis(2-methylpropionitrile)(200 mg, 1.2 mmol) in tetrachloromethane (1.5 l) was heated at reflux for 18 h, allowed to cool and the product collected by filtration. The product was dissolved in dichloromethane (2 l) and washed with water, dried (MgSO4), followed by purification with silica gel 60 (1 g). The organic phase was filtered and ev... Procedure details: To a suspension of 10 wt % Pd on activated carbon (38 mg, 10% w/w) in absolute ethanol (3 mL) was added a cold solution of Example 236C (380 mg, 1.3 mmol) in ethanol (82 mL) under nitrogen atmosphere. Then the reaction mixture was degassed and stirred at room temperature under hydrogen atmosphere. After one over night reaction mixture was treated with additional 10 wt % Pd on activated carbon (190 mg, 50% w/w) and stirred under hydrogen atmosphere. Additional catalyst (100 mg, 26% w/w) was added... The product is OC1=C2C(=CN=C1)SC(=C2)C(=O)OC (Methyl 4-hydroxythieno[2,3-c]pyridine-2-carboxylate). The reactants are CC(=O)C.CCCCCC (acetone hexane), C(C1=CC=CC=C1)OC1=C2C(=CN=C1)SC(=C2)C(=O)OC (Methyl 4-benzyloxythieno[2,3-c]pyridine-2-carboxylate). Reagents/catalysts: [Pd] (Pd on activated carbon), [Pd] (Pd on activated carbon). The yield is 75.0%. Reaction SMILES: C([O:8][C:9]1[CH:14]=[N:13][CH:12]=[C:11]2[S:15][C:16]([C:18]([O:20][CH3:21])=[O:19])=[CH:17][C:10]=12)C1C=CC=CC=1.CC(C)=O.CCCCCC>C(O)C.[Pd]>[OH:8][C:9]1[CH:14]=[N:13][CH:12]=[C:11]2[S:15][C:16]([C:18]([O:20][CH3:21])=[O:19])=[CH:17][C:10]=12 |f:1.2|. Run in C(C)O (ethanol), C(C)O (ethanol). Starting materials: B(F)(F)F.CCOCC (boron trifluoride diethyl etherate), Cl (HCl), [OH-].[Na+] (NaOH), S1C=NC(=C1)C#N (Thiazole-4-carbonitrile), C(C)[Mg]Br (ethylmagnesium bromide). Reagents/catalysts: CC([O-])C.CC([O-])C.CC([O-])C.CC([O-])C.[Ti+4] (titanium tetraisopropoxide). The solvent is CCOCC (Et2O), CCOCC (ether), C1(=CC=CC=C1)C (toluene). Run at temperature -70 celsius, time 15 minute. The product is S1C=NC(=C1)C1(CC1)N (1-(Thiazol-4-yl)cyclopropanamine). Yield: 49.3%. Reaction SMILES: [S:1]1[CH:5]=[C:4]([C:6]#[N:7])[N:3]=[CH:2]1.[CH2:8]([Mg]Br)[CH3:9].B(F)(F)F.CCOCC.Cl.[OH-].[Na+]>CC(C)[O-].CC(C)[O-].CC(C)[O-].CC(C)[O-].[Ti+4].CCOCC.C1(C)C=CC=CC=1>[S:1]1[CH:5]=[C:4]([C:6]2([NH2:7])[CH2:9][CH2:8]2)[N:3]=[CH:2]1 |f:2.3,5.6,7.8.9.10.11|. Procedure: Thiazole-4-carbonitrile (1035 mg, 9397 μmol) was azeotroped with toluene. Et2O was added, and the clear solution was cooled to −70° C., followed by addition of titanium tetraisopropoxide (3025 μl, 10337 μmol), and ethylmagnesium bromide (6265 μl, 18795 μmol). The reaction mixture turned yellow. It remained yellow until about 15 min. The reaction was raised to RT, the solution changed into black. After 1 h., boron trifluoride diethyl etherate (2361 μl, 18795 μmol) was added and stirred for 1.5 hr... Reaction SMILES: F[C:2](F)(F)[C:3]([OH:5])=O.N[C@@H:9]1CCN(C2N=C3C(N=CN3[C@@H]3C[C@H](NC(=O)COCC4C=CC=CC=4)[C@@H](O)[C@H]3O)=C(NCC(C3C=CC=CC=3)C3C=CC=CC=3)N=2)C1.[NH:57]1[CH2:61][CH2:60][C@@H:59]([NH:62][C:63](=[O:70])[C:64]2[CH:69]=[CH:68][N:67]=[CH:66][CH:65]=2)[CH2:58]1.[CH3:71][O:72][C:73]1[CH:78]=[CH:77][C:76]([CH:79]([C:104]2[CH:109]=CC(OC)=[CH:106][CH:105]=2)[CH2:80][NH:81][C:82]2[N:90]=[C:89]([Cl:91])[N:88]=[C:87]3[C:83]=2[N:84]=[CH:85][N:86]3[C@@H:92]2[CH2:96][C@H:95]([NH:97][C:98](=[O:101])[CH2:99][CH3:100])[C@@H:94]([OH:102])[C@H:93]2[OH:103])=[CH:75][CH:74]=1.C(OC(=O)N([C@H]1C[C@@H](N2C=NC3C2=NC(Cl)=NC=3Cl)[C@H](O)[C@@H]1O)C(=O)CC)(C)(C)C.C(N)(=O)CC>>[ClH:91].[CH3:71][O:72][C:73]1[CH:78]=[CH:77][C:76]([CH:79]([C:104]2[CH:109]=[CH:2][C:3]([O:5][CH3:9])=[CH:106][CH:105]=2)[CH2:80][NH:81][C:82]2[N:90]=[C:89]([N:57]3[CH2:61][CH2:60][C@@H:59]([NH:62][C:63](=[O:70])[C:64]4[CH:69]=[CH:68][N:67]=[CH:66][CH:65]=4)[CH2:58]3)[N:88]=[C:87]3[C:83]=2[N:84]=[CH:85][N:86]3[C@@H:92]2[CH2:96][C@H:95]([NH:97][C:98](=[O:101])[CH2:99][CH3:100])[C@@H:94]([OH:102])[C@H:93]2[OH:103])=[CH:75][CH:74]=1 |f:0.1,6.7|. Yields the product Cl.COC1=CC=C(C=C1)C(CNC1=C2N=CN(C2=NC(=N1)N1C[C@@H](CC1)NC(C1=CC=NC=C1)=O)[C@H]1[C@@H]([C@@H]([C@H](C1)NC(CC)=O)O)O)C1=CC=C(C=C1)OC (N-{(R)-1-[6-[2,2-Bis-(4-methoxy-phenyl)-ethylamino]-9-((1R,2S,3R,4S)-2,3-dihydroxy-4-propionylamino-cyclopentyl)-9H-purin-2-yl]-pyrrolidin-3-yl}-isonicotinamide hydrochloride). The reactants are C(CC)(=O)N (propionamide), FC(C(=O)O)(F)F.N[C@H]1CN(CC1)C1=NC(=C2N=CN(C2=N1)[C@H]1[C@@H]([C@@H]([C@H](C1)NC(COCC1=CC=CC=C1)=O)O)O)NCC(C1=CC=CC=C1)C1=CC=CC=C1 (N-{(1S,2R,3S,4R)-4-[2-((R)-3-Amino-pyrrolidin-1-yl)-6-(2,2-diphenyl-ethylamino)-purin-9-yl]-2,3-dihydroxy-cyclopentyl}-2-benzyloxy-acetamide trifluoroacetate), COC1=CC=C(C=C1)C(CNC1=C2N=CN(C2=NC(=N1)Cl)[C@H]1[C@@H]([C@@H]([C@H](C1)NC(CC)=O)O)O)C1=CC=C(C=C1)OC (N-((1S,2R,3S,4R)-4-{6-[2,2-Bis-(4-methoxy-phenyl)-ethylamino]-2-chloro-purin-9-yl}-2,3-dihydroxy-cyclopentyl)-propionamide), amine, N1C[C@@H](CC1)NC(C1=CC=NC=C1)=O ((R)-N-pyrrolidin-3-yl-isonicotinamide), N1C[C@@H](CC1)NC(C1=CC=NC=C1)=O ((R)-N-pyrrolidin-3-yl-isonicotinamide), C(C)(C)(C)OC(N(C(CC)=O)[C@@H]1[C@H]([C@H]([C@@H](C1)N1C2=NC(=NC(=C2N=C1)Cl)Cl)O)O)=O ([(1S,2R,3S,4R)-4-(2,6-dichloro-purin-9-yl)-2,3-dihydroxy-cyclopentyl]-propionyl-carbamic acid tert-butyl ester), C(C)(C)(C)OC(N(C(CC)=O)[C@@H]1[C@H]([C@H]([C@@H](C1)N1C2=NC(=NC(=C2N=C1)Cl)Cl)O)O)=O ([(1S,2R,3S,4R)-4-(2,6-dichloro-purin-9-yl)-2,3-dihydroxy-cyclopentyl]-propionyl-carbamic acid tert-butyl ester). Procedure: This compound is prepared analogously to N-{(1S,2R,3S,4R)-4-[2-((R)-3-amino-pyrrolidin-1-yl)-6-(2,2-diphenyl-ethylamino)-purin-9-yl]-2,3-dihydroxy-cyclopentyl}-2-benzyloxy-acetamide trifluoroacetate (Example 1 step 2) by replacing (3R)-3-aminopyrrolidine with (R)-N-pyrrolidin-3-yl-isonicotinamide (Intermediate O) and by replacing 2-benzyloxy-N-{(1S,2R,3S,4R)-4-[2-chloro-6-(2,2-diphenyl-ethylamino)-purin-9-yl]-2,3-dihydroxy-cyclopentyl}-acetamide with N-((1S,2R,3S,4R)-4-{6-[2,2-Bis-(4-methoxy-phe... The reactants are C(C)(=O)C1=CC=C(C=C1)S(=O)(=O)NC1=NOC(=C1)C (4-acetyl-N-(5-methyl-isoxazol-3-yl)benzenesulfonamide), COC1=C(C=O)C=C(C(=C1)OC)N1CCCC1 (2,4-dimethoxy-5-pyrrolidin-1-ylbenzaldehyde). Product: COC1=C(C=C(C(=C1)OC)N1CCCC1)/C=C/C(=O)C1=CC=C(C=C1)S(=O)(=O)NC1=NOC(=C1)C (4-[3E-(2,4-Dimethoxy-5-pyrrolidin-1-yl-phenyl)acryloyl]-N-(5-methyl-isoxazol-3-yl)benzenesulfonamide). RXN SMILES: [C:1]([C:4]1[CH:9]=[CH:8][C:7]([S:10]([NH:13][C:14]2[CH:18]=[C:17]([CH3:19])[O:16][N:15]=2)(=[O:12])=[O:11])=[CH:6][CH:5]=1)(=[O:3])[CH3:2].[CH3:20][O:21][C:22]1[CH:29]=[C:28]([O:30][CH3:31])[C:27]([N:32]2[CH2:36][CH2:35][CH2:34][CH2:33]2)=[CH:26][C:23]=1[CH:24]=O>>[CH3:20][O:21][C:22]1[CH:29]=[C:28]([O:30][CH3:31])[C:27]([N:32]2[CH2:36][CH2:35][CH2:34][CH2:33]2)=[CH:26][C:23]=1/[CH:24]=[CH:2]/[C:1]([C:4]1[CH:5]=[CH:6][C:7]([S:10]([NH:13][C:14]2[CH:18]=[C:17]([CH3:19])[O:16][N:15]=2)(=[O:11])=[O:12])=[CH:8][CH:9]=1)=[O:3]. Procedure: The title compound was prepared in a similar manner as Ex-1 using 4-acetyl-N-(5-methyl-isoxazol-3-yl)benzenesulfonamide (Ex-1B, 0.30 g, 1.07 mmol) and 2,4-dimethoxy-5-pyrrolidin-1-ylbenzaldehyde (Ex-38B, 0.25 g, 1.07 mmol) as a dark red solid, mp 164–165° C. 1H-NMR (300 MHz, CDCl3) δ 8.09–7.93 (m, 4H), 7.35 (d, J=15.3 Hz, 1H), 7.05 (s, 1H), 6.48 (s, 1H), 6.24 (s, 1H), 3.92 (s, 3H), 3.90 (s, 3H), 3.29–3.18 (m, 4H), 2.38 (s, 3H), 2.02–1.91 (s, 4H). MS m/z: 498 (M+), 100%.